From a dataset of the Open Reaction Database (ORD), a public repository of structured organic reaction records. describe an organic reaction: reactants, conditions, products, and yield RXN SMILES: O=[O+][O-].[CH3:4]SC.[Cl:7][C:8]([Cl:45])([Cl:44])[CH2:9][O:10][C:11](=[O:43])/[C:12](/[N:16]1[CH:19]([S:20][S:21][C:22]2[S:23][C:24]3[CH:30]=[CH:29][CH:28]=[CH:27][C:25]=3[N:26]=2)[CH:18]([NH:31][C:32](=[O:41])[CH2:33][O:34][C:35]2[CH:40]=[CH:39][CH:38]=[CH:37][CH:36]=2)[C:17]1=[O:42])=[C:13](\O)/[CH3:14]>>[Cl:44][C:8]([Cl:7])([Cl:45])[CH2:9][O:10][C:11](=[O:43])[CH:12]([N:16]1[CH:19]([S:20][S:21][C:22]2[S:23][C:24]3[CH:30]=[CH:29][CH:28]=[CH:27][C:25]=3[N:26]=2)[CH:18]([NH:31][C:32](=[O:41])[CH2:33][O:34][C:35]2[CH:36]=[CH:37][CH:38]=[CH:39][CH:40]=2)[C:17]1=[O:42])[C:13](=[CH2:4])[CH3:14]. Reactants: O=[O+][O-] (ozone), ozonide, CSC (dimethyl sulphide), ClC(COC(\C(=C(\C)/O)\N1C(C(C1SSC=1SC2=C(N1)C=CC=C2)NC(COC2=CC=CC=C2)=O)=O)=O)(Cl)Cl (2-[4-(benzthiazol-2-yldithio)-3-phenoxyacetamido-2-oxoazetidin-1 -yl]-3-hydroxy-crotonic acid 2,2,2-trichloroethyl ester). Reported procedure: Analogously to Example 6a), 647 mg (1 mM) of 2-[4-(benzthiazol-2-yldithio)-3-phenoxyacetamido-2-oxoazetidin-1-yl]-3-methylene-butyric acid 2,2,2-trichloroethyl ester and 1.2 equivalents of ozone, with subsequent splitting of the ozonide with dimethyl sulphide, give 2-[4-(benzthiazol-2-yldithio)-3-phenoxyacetamido-2-oxoazetidin-1 -yl]-3-hydroxy-crotonic acid 2,2,2-trichloroethyl ester; melting point 129-130° C. (ether/petroleum ether). The product is ClC(COC(C(C(C)=C)N1C(C(C1SSC=1SC2=C(N1)C=CC=C2)NC(COC2=CC=CC=C2)=O)=O)=O)(Cl)Cl (2-[4-(benzthiazol-2-yldithio)-3-phenoxyacetamido-2-oxoazetidin-1-yl]-3-methylene-butyric acid 2,2,2-trichloroethyl ester). Reactants: Clc1nc2ccccc2s1, O, O=[N+]([O-])O, O=S(=O)(O)O. The product is O=[N+]([O-])c1ccc2nc(Cl)sc2c1. As a reaction SMILES: [Cl:6][c:7]1[s:8][c:9]2[c:10]([n:11]1)[cH:12][cH:13][cH:14][cH:15]2.[OH2:20].[OH:16][N+:17]([O-:18])=[O:19].[S:1](=[O:2])(=[O:3])([OH:4])[OH:5]>>[Cl:6][c:7]1[s:8][c:9]2[c:10]([n:11]1)[cH:12][cH:13][c:14]([N+:17](=[O:16])[O-:18])[cH:15]2. Starting materials: C1CCNCC1, CCO, Cc1oc(-c2ccccc2)nc1CCOc1ccc(C=O)cn1, O, O=C1CSC(=O)N1. Yields the product Cc1oc(-c2ccccc2)nc1CCOc1ccc(C=C2SC(=O)NC2=O)cn1. Reaction SMILES: [CH2:31]1[CH2:32][CH2:33][NH:34][CH2:35][CH2:36]1.[CH3:37][CH2:38][OH:39].[CH:1](=[O:2])[c:3]1[cH:4][cH:5][c:6]([O:9][CH2:10][CH2:11][c:12]2[n:13][c:14](-[c:18]3[cH:19][cH:20][cH:21][cH:22][cH:23]3)[o:15][c:16]2[CH3:17])[n:7][cH:8]1.[OH2:40].[S:24]1[C:25](=[O:30])[NH:26][C:27](=[O:29])[CH2:28]1>>[CH:1]([c:3]1[cH:4][cH:5][c:6]([O:9][CH2:10][CH2:11][c:12]2[n:13][c:14](-[c:18]3[cH:19][cH:20][cH:21][cH:22][cH:23]3)[o:15][c:16]2[CH3:17])[n:7][cH:8]1)=[C:28]1[S:24][C:25](=[O:30])[NH:26][C:27]1=[O:29]. Starting materials: ClC(Cl)Cl, CC(C)(C)OC(=O)N1CCC2(CC(C#Cc3cccc(O)c3)=NO2)C1, C(#Cc1ccccc1)C1=NOC2(CCNCC2)C1. Product: Oc1cccc(C#CC2=NOC3(CCNC3)C2)c1. RXN SMILES: [CH:44]([Cl:45])([Cl:46])[Cl:47].[OH:19][c:20]1[cH:21][c:22]([C:26]#[C:27][C:28]2=[N:29][O:30][C:31]3([CH2:32]2)[CH2:33][N:34]([C:37]([O:38][C:39]([CH3:40])([CH3:41])[CH3:42])=[O:43])[CH2:35][CH2:36]3)[cH:23][cH:24][cH:25]1.[c:1]1([C:2]#[C:3][C:4]2=[N:13][O:12][C:6]3([CH2:5]2)[CH2:7][CH2:8][NH:9][CH2:10][CH2:11]3)[cH:14][cH:15][cH:16][cH:17][cH:18]1>>[OH:19][c:20]1[cH:21][c:22]([C:26]#[C:27][C:28]2=[N:29][O:30][C:31]3([CH2:32]2)[CH2:33][NH:34][CH2:35][CH2:36]3)[cH:23][cH:24][cH:25]1. The reactants are C([C@@H](O)[C@H](O)C(=O)O)(=O)O (D-tartaric acid), N1C(C(=O)O)CC1 (D,L-AzeOH). The product is N1[C@H](C(=O)O)CC1.C(=O)([O-])[C@@H](O)[C@H](O)C(=O)[O-] (L-AzeOH D-tartrate). Yield: 64.0%. As a reaction SMILES: [C:1]([OH:10])(=[O:9])[C@H:2]([C@@H:4]([C:6]([OH:8])=[O:7])[OH:5])[OH:3].[NH:11]1[CH2:17][CH2:16][CH:12]1[C:13]([OH:15])=[O:14]>>[NH:11]1[CH2:17][CH2:16][C@H:12]1[C:13]([OH:15])=[O:14].[C:6]([C@H:4]([C@@H:2]([C:1]([O-:10])=[O:9])[OH:3])[OH:5])([O-:8])=[O:7] |f:2.3|. Reported procedure: Hydrogenation was carried out on the resultant pure title compound of Example 2 above (70.35 g; 250 mmol) in acetic acid (700 mL), using palladium on carbon catalyst. After hydrogenation was complete, the catalyst was filtered off, and the filtrates were concentrated resulting in a mixture containing a theoretical amount of 25.25 g D,L-AzeOH. Acetic acid was added to the residue, resulting in a 13.5% w/w solution of D,L-AzeOH in acetic acid. A D-tartaric acid resolution was carried out on 5.05 g... The reactants are O1CCC(CC1)N1N=CC=C1N (1-(tetrahydro-2H-pyran-4-yl)-1H-pyrazol-5-amine), [N+](=O)([O-])C(C=O)C=O (nitromalonaldehyde). Run in C(C)(=O)O (acetic acid). Run at temperature 108 celsius. The product is [N+](=O)([O-])C=1C=C2C(=NC1)N(N=C2)C2CCOCC2 (5-Nitro-1-(tetrahydro-2H-pyran-4-yl)-1H-pyrazolo[3,4-b]pyridine). Isolated yield 67.1%. Reaction SMILES: [O:1]1[CH2:6][CH2:5][CH:4]([N:7]2[C:11]([NH2:12])=[CH:10][CH:9]=[N:8]2)[CH2:3][CH2:2]1.[N+:13]([CH:16]([CH:19]=O)[CH:17]=O)([O-:15])=[O:14]>C(O)(=O)C>[N+:13]([C:16]1[CH:17]=[C:10]2[CH:9]=[N:8][N:7]([CH:4]3[CH2:3][CH2:2][O:1][CH2:6][CH2:5]3)[C:11]2=[N:12][CH:19]=1)([O-:15])=[O:14]. Procedure details: To a solution of 1-(tetrahydro-2H-pyran-4-yl)-1H-pyrazol-5-amine (1.6 g, 9.6 mmol) in 70% acetic acid (15 mL) is added nitromalonaldehyde (1.3 g, 9.6 mmol) and the reaction mixture is heated to 108° C. for 3 h. The solvent is evaporated under reduced pressure and the residue is purified by flash column chromatography using a gradient of 20% ethyl acetate/petroleum ether to afford the title compound as a pale yellow solid (1.6 g, 70%). The reactants are [Al+3], CCOCC, [H-], [H-], [H-], [H-], [Li+], [Na+], N#CC1(c2ccc(OCCCN3CCCC3)cc2)CCC(=O)CC1, [OH-], O. Yields the product N#CC1(c2ccc(OCCCN3CCCC3)cc2)CCC(O)CC1. Reaction SMILES: [Al+3:2].[CH3:34][CH2:35][O:36][CH2:37][CH3:38].[H-:1].[H-:4].[H-:5].[H-:6].[Li+:3].[Na+:33].[O:7]=[C:8]1[CH2:9][CH2:10][C:11]([C:14]#[N:15])([c:16]2[cH:17][cH:18][c:19]([O:22][CH2:23][CH2:24][CH2:25][N:26]3[CH2:27][CH2:28][CH2:29][CH2:30]3)[cH:20][cH:21]2)[CH2:12][CH2:13]1.[OH-:32].[OH2:31]>>[OH:7][CH:8]1[CH2:9][CH2:10][C:11]([C:14]#[N:15])([c:16]2[cH:17][cH:18][c:19]([O:22][CH2:23][CH2:24][CH2:25][N:26]3[CH2:27][CH2:28][CH2:29][CH2:30]3)[cH:20][cH:21]2)[CH2:12][CH2:13]1. Starting materials: CCI, CN(C)C=O, CCOC(C)=O, COc1ccc2c(c1)N(C)C(=O)CC(=O)N2, [H-], [Na+], O. Yields the product CCN1C(=O)CC(=O)N(C)c2cc(OC)ccc21. RXN SMILES: [CH2:19]([CH3:20])[I:21].[CH3:23][N:24]([CH3:25])[CH:26]=[O:27].[CH3:28][CH2:29][O:30][C:31](=[O:32])[CH3:33].[CH3:3][O:4][c:5]1[cH:6][cH:7][c:8]2[c:9]([cH:18]1)[N:10]([CH3:17])[C:11](=[O:16])[CH2:12][C:13](=[O:15])[NH:14]2.[H-:1].[Na+:2].[OH2:22]>>[CH3:3][O:4][c:5]1[cH:6][cH:7][c:8]2[c:9]([cH:18]1)[N:10]([CH3:17])[C:11](=[O:16])[CH2:12][C:13](=[O:15])[N:14]2[CH2:19][CH3:20]. Starting materials: IC=1C(C=2C=CN3C(C2OC1C1=CC=CC=C1)=NN(C3=O)COCC[Si](C)(C)C)=O (7-iodo-8-phenyl-2-(2-trimethylsilanyl-ethoxymethyl)-2H-9-oxa-1,2,3a-triaza-cyclopenta[a]naphthalene-3,6-dione), CC1(OB(OC1(C)C)C1=CC=C(C=C1)C1(COC1)NS(=O)C(C)(C)C)C (2-methyl-propane-2-sulfinic acid {3-[4-(4,4,5,5-tetramethyl[1,3,2]dioxaborolan-2-yl)-phenyl]-oxetan-3-yl}-amide), ClCCl (dichloromethane), C([O-])([O-])=O.[Na+].[Na+] (sodium carbonate). The reagents and catalysts are C1=CC=C(C=C1)P([C-]2C=CC=C2)C3=CC=CC=C3.C1=CC=C(C=C1)P([C-]2C=CC=C2)C3=CC=CC=C3.Cl[Pd]Cl.[Fe+2] ([1,1′-bis(diphenylphosphino)-ferrocene]dichloropalladium(II)). Solvent: COCCOC (DME). Reaction conditions: temperature 125 celsius. The product is O=C1N(N=C2N1C=CC=1C(C(=C(OC21)C2=CC=CC=C2)C2=CC=C(C=C2)C2(COC2)NS(=O)C(C)(C)C)=O)COCC[Si](C)(C)C (2-Methyl-propane-2-sulfinic acid (3-{-4-[3,6-dioxo-8-phenyl-2-(2-trimethylsilanyl-ethoxymethyl)-2,6-dihydro-3H-9-oxa-1,2,3a-triaza-cyclopenta[a]naphthalen-7-yl]-phenyl}-oxetan-3-yl)-amide). The yield is 69.6%. Reaction SMILES: I[C:2]1[C:3](=[O:30])[C:4]2[CH:5]=[CH:6][N:7]3[C:20](=[O:21])[N:19]([CH2:22][O:23][CH2:24][CH2:25][Si:26]([CH3:29])([CH3:28])[CH3:27])[N:18]=[C:8]3[C:9]=2[O:10][C:11]=1[C:12]1[CH:17]=[CH:16][CH:15]=[CH:14][CH:13]=1.CC1(C)C(C)(C)OB([C:39]2[CH:44]=[CH:43][C:42]([C:45]3([NH:49][S:50]([C:52]([CH3:55])([CH3:54])[CH3:53])=[O:51])[CH2:48][O:47][CH2:46]3)=[CH:41][CH:40]=2)O1.ClCCl.C(=O)([O-])[O-].[Na+].[Na+]>C1C=CC(P(C2C=CC=CC=2)[C-]2C=CC=C2)=CC=1.C1C=CC(P(C2C=CC=CC=2)[C-]2C=CC=C2)=CC=1.Cl[Pd]Cl.[Fe+2].COCCOC>[O:21]=[C:20]1[N:7]2[CH:6]=[CH:5][C:4]3[C:3](=[O:30])[C:2]([C:39]4[CH:40]=[CH:41][C:42]([C:45]5([NH:49][S:50]([C:52]([CH3:55])([CH3:54])[CH3:53])=[O:51])[CH2:48][O:47][CH2:46]5)=[CH:43][CH:44]=4)=[C:11]([C:12]4[CH:17]=[CH:16][CH:15]=[CH:14][CH:13]=4)[O:10][C:9]=3[C:8]2=[N:18][N:19]1[CH2:22][O:23][CH2:24][CH2:25][Si:26]([CH3:29])([CH3:28])[CH3:27] |f:3.4.5,6.7.8.9|. Reported procedure: A mixture of 7-iodo-8-phenyl-2-(2-trimethylsilanyl-ethoxymethyl)-2H-9-oxa-1,2,3a-triaza-cyclopenta[a]naphthalene-3,6-dione (53.5 mg, 0.10 mmol), 2-methyl-propane-2-sulfinic acid {3-[4-(4,4,5,5-tetramethyl[1,3,2]dioxaborolan-2-yl)-phenyl]-oxetan-3-yl}-amide (57 mg, 0.15 mmol), [1,1′-bis(diphenylphosphino)-ferrocene]dichloropalladium(II), complex with dichloromethane (4 mg, 0.005 mmol), sodium carbonate solution (2 M in water, 0.3 mL, 0.6 mmol) and DME (2 mL) was purged using nitrogen and heated i... Starting materials: C(C)(C)(C)OC(=O)N1C(C2(C(NC(CC2C2=CC(=CC=C2)Cl)=O)C2(CC2)CC)C2=CC=C(C=C12)Br)=O (racemic (2′R,3R,4′S)-6-bromo-4′-(3-chlorophenyl)-2′-(1-ethyl-cyclopropyl)-2,3-dihydro-2,6′-dioxospiro[indole-3,3′-piperidine]-1-carboxylic acid tert-butyl ester), C1(CC1)B(O)O (cyclopropylboronic acid), [O-]P(=O)([O-])[O-].[K+].[K+].[K+] (K3PO4), O (water). Reagents/catalysts: O (water), C=1C=CC(=CC1)[P](C=2C=CC=CC2)(C=3C=CC=CC3)[Pd]([P](C=4C=CC=CC4)(C=5C=CC=CC5)C=6C=CC=CC6)([P](C=7C=CC=CC7)(C=8C=CC=CC8)C=9C=CC=CC9)[P](C=1C=CC=CC1)(C=1C=CC=CC1)C=1C=CC=CC1 (Pd(PPh3)4). Solvent: C1(=CC=CC=C1)C (toluene). Conditions: temperature 130 celsius. Product: C(C)(C)(C)OC(=O)N1C(C2(C(NC(CC2C2=CC(=CC=C2)Cl)=O)C2(CC2)CC)C2=CC=C(C=C12)C1CC1)=O (racemic (2′R,3R,4′S)-6-cyclopropyl-4′-(3-chlorophenyl)-2′-(1-ethyl-cyclopropyl)-2,3-dihydro-2,6′-dioxospiro[indole-3,3′-piperidine]-1-carboxylic acid tert-butyl ester). Isolated yield 38.1%. As a reaction SMILES: [C:1]([O:5][C:6]([N:8]1[C:34]2[C:29](=[CH:30][CH:31]=[C:32](Br)[CH:33]=2)[C:10]2([CH:15]([C:16]3[CH:21]=[CH:20][CH:19]=[C:18]([Cl:22])[CH:17]=3)[CH2:14][C:13](=[O:23])[NH:12][CH:11]2[C:24]2([CH2:27][CH3:28])[CH2:26][CH2:25]2)[C:9]1=[O:36])=[O:7])([CH3:4])([CH3:3])[CH3:2].[CH:37]1(B(O)O)[CH2:39][CH2:38]1.[O-]P([O-])([O-])=O.[K+].[K+].[K+].O>O.C1(C)C=CC=CC=1.C1C=CC([P]([Pd]([P](C2C=CC=CC=2)(C2C=CC=CC=2)C2C=CC=CC=2)([P](C2C=CC=CC=2)(C2C=CC=CC=2)C2C=CC=CC=2)[P](C2C=CC=CC=2)(C2C=CC=CC=2)C2C=CC=CC=2)(C2C=CC=CC=2)C2C=CC=CC=2)=CC=1>[C:1]([O:5][C:6]([N:8]1[C:34]2[C:29](=[CH:30][CH:31]=[C:32]([CH:37]3[CH2:39][CH2:38]3)[CH:33]=2)[C:10]2([CH:15]([C:16]3[CH:21]=[CH:20][CH:19]=[C:18]([Cl:22])[CH:17]=3)[CH2:14][C:13](=[O:23])[NH:12][CH:11]2[C:24]2([CH2:27][CH3:28])[CH2:26][CH2:25]2)[C:9]1=[O:36])=[O:7])([CH3:4])([CH3:3])[CH3:2] |f:2.3.4.5,^1:63,65,84,103|. Reported procedure: Under Argon atmosphere, racemic (2′R,3R,4′S)-6-bromo-4′-(3-chlorophenyl)-2′-(1-ethyl-cyclopropyl)-2,3-dihydro-2,6′-dioxospiro[indole-3,3′-piperidine]-1-carboxylic acid tert-butyl ester (28 mg, 0.049 mmol), cyclopropylboronic acid (4.5 mg, 0.0524 mmol), Pd(PPh3)4 (5 mg), K3PO4 (50 mg) and a few drops of water were mixed in toluene (3 mL). The mixture was heated under microwave irradiation at 130° C. for 20 min. Then the solution was poured into water and the aqueous layer was extracted with EtOAc...